Dataset: the Open Reaction Database (ORD), a public repository of structured organic reaction records. Task: describe an organic reaction: reactants, conditions, products, and yield Starting materials: CNCC1=CC=NC=C1 (4-(Methylaminomethyl)pyridine), C1(=CC=CC=C1)N=C=O (phenyl isocyanate). The solvent is C(Cl)(Cl)Cl (chloroform). The product is CN(C(=O)NC1=CC=CC=C1)CC1=CC=NC=C1 (1-methyl-1-(4-pyridylmethyl)-3-phenylurea). Yield: 81.0%. RXN SMILES: [CH3:1][NH:2][CH2:3][C:4]1[CH:9]=[CH:8][N:7]=[CH:6][CH:5]=1.[C:10]1([N:16]=[C:17]=[O:18])[CH:15]=[CH:14][CH:13]=[CH:12][CH:11]=1>C(Cl)(Cl)Cl>[CH3:1][N:2]([CH2:3][C:4]1[CH:9]=[CH:8][N:7]=[CH:6][CH:5]=1)[C:17]([NH:16][C:10]1[CH:15]=[CH:14][CH:13]=[CH:12][CH:11]=1)=[O:18]. Procedure: 4-(Methylaminomethyl)pyridine (5 g), dry chloroform (500 ml) and phenyl isocyanate (5 g) were stirred together at room temperature for 2 hours. The chloroform was then evaporated in vacuo and the resultant oil was redissolved in the minimum quantity of chloroform and chromatographed on a "Florisil" (Trade Mark) (100 g) column using chloroform containing gradually increasing quantities of methanol (up to 2.5%) as eluting solvent. Appropriate fractions (identified by t.l.c.) were combined and evap... Starting materials: Cl.Cl.CC1=NSC(=N1)N1CCC(CC1)N (1-(3-methyl-[1,2,4]thiadiazol-5-yl)-piperidin-4-ylamine dihydrochloride), C(C1=CC=CC=C1)C1=NC(=NC(=C1)C)Cl (4-benzyl-2-chloro-6-methyl-pyrimidine), C(C)(C)N(C(C)C)CC (N,N-diisopropylethyl amine). Solvent: O1CCOCC1 (dioxane), O (water). Yields the product C(C1=CC=CC=C1)C1=NC(=NC(=C1)C)N[C@H]1CN(CC1)C1=NC(=NS1)C ((4-Benzyl-6-methyl-pyrimidin-2-yl)-[(R)-1-(3-methyl-[1,2,4]thiadiazol-5-yl)-pyrrolidin-3-yl]-amine), oil. Isolated yield 29.0%. RXN SMILES: Cl.Cl.[CH3:3][C:4]1[N:8]=[C:7]([N:9]2[CH2:14][CH2:13][CH:12]([NH2:15])[CH2:11]C2)[S:6][N:5]=1.[CH2:16]([C:23]1[CH:28]=[C:27]([CH3:29])[N:26]=[C:25](Cl)[N:24]=1)[C:17]1[CH:22]=[CH:21][CH:20]=[CH:19][CH:18]=1.C(N(CC)C(C)C)(C)C>O1CCOCC1.O>[CH2:16]([C:23]1[CH:28]=[C:27]([CH3:29])[N:26]=[C:25]([NH:15][C@@H:12]2[CH2:13][CH2:14][N:9]([C:7]3[S:6][N:5]=[C:4]([CH3:3])[N:8]=3)[CH2:11]2)[N:24]=1)[C:17]1[CH:18]=[CH:19][CH:20]=[CH:21][CH:22]=1 |f:0.1.2|. Procedure: A solution of 1-(3-methyl-[1,2,4]thiadiazol-5-yl)-piperidin-4-ylamine dihydrochloride (54.2 mg, 0.2 mmol), 4-benzyl-2-chloro-6-methyl-pyrimidine (48.1 mg, 0.22 mmol)) and N,N-diisopropylethyl amine (120 L, 0.7 mmol) in dioxane (0.6 mL) was heated at 200° C. in a microwave oven for 1 hour. The reaction was diluted with water and extracted twice with ethyl acetate. The combined organic layers were washed with saturated aqueous NaCl solution, dried over sodium sulfate, filtered and concentrated und... Starting materials: aqueous solution, COC(=O)C=1SC(=CC1N(C(=O)C1CCC(CC1)=C)C(C)C)C1=CC=CC=C1 (3-[Isopropyl-(4-methylene-cyclohexanecarbonyl)-amino]-5-phenyl-thiophene-2-carboxylic acid methyl ester), [Li+].[OH-] (LiOH). The solvent is C1CCOC1.CO.O (THF MeOH H2O). Conditions: time 12 hour. The product is C(C)(C)N(C1=C(SC(=C1)C1=CC=CC=C1)C(=O)O)C(=O)C1CCC(CC1)=C (3-[Isopropyl-(4-methylene-cyclohexanecarbonyl)-amino]-5-phenyl-thiophene-2-carboxylic acid). Isolated yield 51.7%. Reaction SMILES: C[O:2][C:3]([C:5]1[S:6][C:7]([C:23]2[CH:28]=[CH:27][CH:26]=[CH:25][CH:24]=2)=[CH:8][C:9]=1[N:10]([CH:20]([CH3:22])[CH3:21])[C:11]([CH:13]1[CH2:18][CH2:17][C:16](=[CH2:19])[CH2:15][CH2:14]1)=[O:12])=[O:4].[Li+].[OH-]>C1COCC1.CO.O>[CH:20]([N:10]([C:11]([CH:13]1[CH2:14][CH2:15][C:16](=[CH2:19])[CH2:17][CH2:18]1)=[O:12])[C:9]1[CH:8]=[C:7]([C:23]2[CH:28]=[CH:27][CH:26]=[CH:25][CH:24]=2)[S:6][C:5]=1[C:3]([OH:4])=[O:2])([CH3:22])[CH3:21] |f:1.2,3.4.5|. Reported procedure: 3-[Isopropyl-(4-methylene-cyclohexanecarbonyl)-amino]-5-phenyl-thiophene-2-carboxylic acid methyl ester (50 mg, 0.126 mmol) was taken in a mixture of THF:MeOH:H2O (3:2:1, 3 mL) and then 1N aqueous solution of LiOH.H20 (0.8 mL, 0.800 mmol) was added. The reaction mixture was stirred at room temperature for 12 h. Solvents were removed and the residue was partitioned between water and ethyl acetate. The aqueous layer was acidified using 10% KHSO4 solution. The organic layer was separated, dried (Na... Reported procedure: In a 500 mL flask, 2-fluoro-5-iodobenzoyl chloride (6.06 g, 21.3 mmol) and 1-bromo-4-methoxy-2-(trifluoromethoxy)benzene (5.77 g, 21.3 mmol) were dissolved in 1,2-dichloroethane (50.7 mL, 21.3 mmol) and the solution was cooled to 0 to 5° C. Aluminum chloride (2.84 g, 21.3 mmol) was added portionwise to the solution. The red solution was warmed to rt. After 2 h, LCMS showed mainly (5-bromo-2-methoxy-4-(trifluoromethoxy)phenyl)(2-fluoro-5-iodophenyl)methanone. The whole was refluxed for 1 h. LCMS ... Yields the product BrC1=CC=2C(C3=CC(=CC=C3OC2C=C1OC(F)(F)F)I)=O (2-bromo-7-iodo-3-(trifluoromethoxy)-9H-xanthen-9-one). Isolated yield 29.0%. Conditions: temperature 2.5 celsius, time 2 hour. The solvent is hexanes. Reactants: FC1=C(C(=O)Cl)C=C(C=C1)I (2-fluoro-5-iodobenzoyl chloride), BrC1=C(C=C(C=C1)OC)OC(F)(F)F (1-bromo-4-methoxy-2-(trifluoromethoxy)benzene), ClCCCl (1,2-dichloroethane), [Cl-].[Al+3].[Cl-].[Cl-] (Aluminum chloride), BrC=1C(=CC(=C(C1)C(=O)C1=C(C=CC(=C1)I)F)OC)OC(F)(F)F ((5-bromo-2-methoxy-4-(trifluoromethoxy)phenyl)(2-fluoro-5-iodophenyl)methanone), C(C)O (ethanol), CO (methanol), C[O-].[Na+] (sodium methoxide), C1=CC=CC=2OC3=CC=CC=C3C(C12)=O (xanthenone). Reaction SMILES: FC1C=CC(I)=CC=1C(Cl)=O.BrC1C=CC(OC)=CC=1OC(F)(F)F.ClCCCl.[Cl-].[Al+3].[Cl-].[Cl-].[Br:34][C:35]1[C:36]([O:53][C:54]([F:57])([F:56])[F:55])=[CH:37][C:38]([O:51]C)=[C:39]([C:41]([C:43]2[CH:48]=[C:47]([I:49])[CH:46]=[CH:45][C:44]=2F)=[O:42])[CH:40]=1.C(O)C.CO.C[O-].[Na+].C1C2C(=O)C3C(=CC=CC=3)OC=2C=CC=1>>[Br:34][C:35]1[C:36]([O:53][C:54]([F:57])([F:56])[F:55])=[CH:37][C:38]2[O:51][C:44]3[C:43](=[CH:48][C:47]([I:49])=[CH:46][CH:45]=3)[C:41](=[O:42])[C:39]=2[CH:40]=1 |f:3.4.5.6,10.11|.